From a dataset of the Open Reaction Database (ORD), a public repository of structured organic reaction records. describe an organic reaction: reactants, conditions, products, and yield The reactants are C(C)C=1N=C(N2N=C(NC(C21)=O)C2=CC=CC=C2)C2CCNCC2 (5-ethyl-2-phenyl-7-(4-piperidinyl)imidazo[5,1-f][1,2,4]triazin-4(3H)-one), C1(CCCC1)C(=O)Cl (cyclopentanecarbonyl chloride). Yields the product C1(CCCC1)C(=O)N1CCC(CC1)C1=NC(=C2C(NC(=NN21)C2=CC=CC=C2)=O)CC (7-[1-(Cyclopentylcarbonyl)-4-piperidinyl]-5-ethyl-2-phenylimidazo[5,1-f][1,2,4]triazin-4(3H)-one). As a reaction SMILES: [CH2:1]([C:3]1[N:4]=[C:5]([CH:19]2[CH2:24][CH2:23][NH:22][CH2:21][CH2:20]2)[N:6]2[C:11]=1[C:10](=[O:12])[NH:9][C:8]([C:13]1[CH:18]=[CH:17][CH:16]=[CH:15][CH:14]=1)=[N:7]2)[CH3:2].[CH:25]1([C:30](Cl)=[O:31])[CH2:29][CH2:28][CH2:27][CH2:26]1>>[CH:25]1([C:30]([N:22]2[CH2:23][CH2:24][CH:19]([C:5]3[N:6]4[C:11]([C:10](=[O:12])[NH:9][C:8]([C:13]5[CH:18]=[CH:17][CH:16]=[CH:15][CH:14]=5)=[N:7]4)=[C:3]([CH2:1][CH3:2])[N:4]=3)[CH2:20][CH2:21]2)=[O:31])[CH2:29][CH2:28][CH2:27][CH2:26]1. Procedure: In analogy to the procedure for Example 103 Step (b), 30 mg (0.09 mmol) 5-ethyl-2-phenyl-7-(4-piperidinyl)imidazo[5,1-f][1,2,4]triazin-4(3H)-one, 14 mg (0.10 mmol) cyclopentanecarbonyl chloride are stirred at room temperature overnight, proportionate amounts of the solvents are used. The reactants are CN1CCC(S)C1, CN(C)C=O, O=C(O)c1cccnc1Cl, [H-], [Na+]. Product: CN1CCC(Sc2ncccc2C(=O)O)C1. RXN SMILES: [CH3:13][N:14]1[CH2:15][CH:16]([SH:19])[CH2:17][CH2:18]1.[CH3:20][N:21]([CH3:22])[CH:23]=[O:24].[Cl:3][c:4]1[c:5]([C:6](=[O:7])[OH:8])[cH:9][cH:10][cH:11][n:12]1.[H-:1].[Na+:2]>>[c:4]1([S:19][CH:16]2[CH2:15][N:14]([CH3:13])[CH2:18][CH2:17]2)[c:5]([C:6](=[O:7])[OH:8])[cH:9][cH:10][cH:11][n:12]1. Starting materials: CC(C(=O)NN)(CC)C (2,2-dimethyl-butyric acid hydrazide), COC1=NCCC(C1)C1=NC(=NO1)C1=CC=CC=C1 (5-(2-methoxy-3,4,5,6-tetrahydropyridin-4-yl)-3-phenyl-1,2,4-oxadiazole), C([O-])(O)=O.[Na+] (sodium bicarbonate). Run in CO (methanol). The product is CC(CC)(C)C1=NN=C2N1CCC(C2)C2=NC(=NO2)C2=CC=CC=C2 (5-[3-(1,1-dimethylpropyl)-5,6,7,8-tetrahydro[1,2,4]triazolo[4,3-a]pyridin-7-yl]-3-phenyl-1,2,4-oxadiazole). The yield is 59.3%. RXN SMILES: [CH3:1][C:2]([CH3:9])([CH2:7][CH3:8])[C:3]([NH:5][NH2:6])=O.CO[C:12]1[CH2:17][CH:16]([C:18]2[O:22][N:21]=[C:20]([C:23]3[CH:28]=[CH:27][CH:26]=[CH:25][CH:24]=3)[N:19]=2)[CH2:15][CH2:14][N:13]=1.C(=O)(O)[O-].[Na+]>CO>[CH3:1][C:2]([C:3]1[N:13]2[CH2:12][CH2:17][CH:16]([C:18]3[O:22][N:21]=[C:20]([C:23]4[CH:28]=[CH:27][CH:26]=[CH:25][CH:24]=4)[N:19]=3)[CH2:15][C:14]2=[N:6][N:5]=1)([CH3:9])[CH2:7][CH3:8] |f:2.3|. Procedure: Reflux 2,2-dimethyl-butyric acid hydrazide (0.053 g, 0.48 mmol) and 5-(2-methoxy-3,4,5,6-tetrahydropyridin-4-yl)-3-phenyl-1,2,4-oxadiazole (0.1 g, 0.39 mmol) in methanol (1.55 mL) overnight. Remove the methanol under reduced pressure and replace with acetic acid (2 mL). Reflux the reaction for 3 hours and pour over aqueous saturated sodium bicarbonate. Extract with dichloromethane and dry the organics over anhydrous sodium sulfate, filter, and concentrate under reduced pressure. Purify the resul... Starting materials: CC(C)(C)N1C(O)c2cccc(Cl)c2S1(=O)=O, O, c1ccccc1. Yields the product O=S1(=O)N=Cc2cccc(Cl)c21. Reaction SMILES: [C:1]([CH3:3])([CH3:4])([N:5]1[S:6](=[O:16])(=[O:17])[c:7]2[c:8]([cH:11][cH:12][cH:13][c:14]2[Cl:15])[CH:9]1[OH:2])[CH3:10].[OH2:24].[cH:18]1[cH:19][cH:20][cH:21][cH:22][cH:23]1>>[N:5]1=[CH:9][c:8]2[c:7]([c:14]([Cl:15])[cH:13][cH:12][cH:11]2)[S:6]1(=[O:16])=[O:17]. The reactants are C(C)(C)C1=CC=2C3=C(NC2C=C1)CCN(C3)C (2,3,4,5-tetrahydro-8-isopropyl-2-methyl-1H-pyrido[4,3-b]indole), FC(C1=CC(=NC=C1C=C)C)(F)F (4-(trifluoromethyl)-2-methyl-5-vinylpyridine), [OH-].[K+] (KOH). Solvent: CN1CCCC1=O (NMP). Product: FC(C1=C(C=NC(=C1)C)CCN1C2=C(C=3C=C(C=CC13)C(C)C)CN(CC2)C)(F)F (5-(2-(4-(trifluoromethyl)-6-methylpyridin-3-yl)ethyl)-2,3,4,5-tetrahydro-8-isopropyl-2-methyl-1H-pyrido[4,3-b]indole). RXN SMILES: [CH:1]([C:4]1[CH:12]=[CH:11][C:10]2[NH:9][C:8]3[CH2:13][CH2:14][N:15]([CH3:17])[CH2:16][C:7]=3[C:6]=2[CH:5]=1)([CH3:3])[CH3:2].[F:18][C:19]([F:30])([F:29])[C:20]1[C:25]([CH:26]=[CH2:27])=[CH:24][N:23]=[C:22]([CH3:28])[CH:21]=1.[OH-].[K+]>CN1C(=O)CCC1>[F:30][C:19]([F:18])([F:29])[C:20]1[CH:21]=[C:22]([CH3:28])[N:23]=[CH:24][C:25]=1[CH2:26][CH2:27][N:9]1[C:10]2[CH:11]=[CH:12][C:4]([CH:1]([CH3:3])[CH3:2])=[CH:5][C:6]=2[C:7]2[CH2:16][N:15]([CH3:17])[CH2:14][CH2:13][C:8]1=2 |f:2.3|. Procedure: The title compound is prepared from a mixture of 2,3,4,5-tetrahydro-8-isopropyl-2-methyl-1H-pyrido[4,3-b]indole, 4-(trifluoromethyl)-2-methyl-5-vinylpyridine and KOH (5-7 equiv) in NMP at a temperature ranging between 25 deg C. to 100 deg C. The product obtained is isolated by preparative HPLC. Reported procedure: A suspension of 250 mg of ethyl 1-cyclopropyl-7-[5-(2,4-diamino-pyrimidin-5-ylmethyl)-2,3-dimethoxy-phenylethynyl]-6,8-difluoro-4-oxo-1,4-dihydro-quinoline-3-carboxylate (Example 12a)) and 50 mg of 5% palladium-on-charcoal in 50 ml of methanol is hydrogenated at normal hydrogen pressure. The reaction mixture is filtered after 6 hrs. The filtrate is concentrated and the crude product is triturated in succession with 20 ml and 10 ml of ethyl acetate and filtered off under suction. 133 mg (53%) of ... As a reaction SMILES: [CH:1]1([N:4]2[C:13]3[C:8](=[CH:9][C:10]([F:36])=[C:11]([C:15]#[C:16][C:17]4[CH:22]=[C:21]([CH2:23][C:24]5[C:25]([NH2:31])=[N:26][C:27]([NH2:30])=[N:28][CH:29]=5)[CH:20]=[C:19]([O:32][CH3:33])[C:18]=4[O:34][CH3:35])[C:12]=3[F:14])[C:7](=[O:37])[C:6]([C:38]([O:40][CH2:41][CH3:42])=[O:39])=[CH:5]2)[CH2:3][CH2:2]1.[H][H]>CO.[Pd]>[NH2:30][C:27]1[N:26]=[C:25]([NH2:31])[C:24]([CH2:23][C:21]2[CH:20]=[C:19]([O:32][CH3:33])[C:18]([O:34][CH3:35])=[C:17](/[CH:16]=[CH:15]\[C:11]3[C:12]([F:14])=[C:13]4[C:8]([C:7](=[O:37])[C:6]([C:38]([O:40][CH2:41][CH3:42])=[O:39])=[CH:5][N:4]4[CH:1]4[CH2:3][CH2:2]4)=[CH:9][C:10]=3[F:36])[CH:22]=2)=[CH:29][N:28]=1. Product: NC1=NC=C(C(=N1)N)CC=1C=C(C(=C(C1)\C=C/C1=C(C=C2C(C(=CN(C2=C1F)C1CC1)C(=O)OCC)=O)F)OC)OC (ethyl (Z)-7-[2-[5-(2,4-diamino-pyrimidin-5-ylmethyl)-2,3-dimethoxy-phenyl]-vinyl]-1-cyclopropyl-6,8-difluoro-4-oxo-1,4-dihydro-quinoline-3-carboxylate). Reactants: C1(CC1)N1C=C(C(C2=CC(=C(C(=C12)F)C#CC1=C(C(=CC(=C1)CC=1C(=NC(=NC1)N)N)OC)OC)F)=O)C(=O)OCC (ethyl 1-cyclopropyl-7-[5-(2,4-diamino-pyrimidin-5-ylmethyl)-2,3-dimethoxy-phenylethynyl]-6,8-difluoro-4-oxo-1,4-dihydro-quinoline-3-carboxylate), [H][H] (hydrogen). Isolated yield 53.0%. The solvent is CO (methanol). The reagents and catalysts are [Pd] (palladium-on-charcoal).